From a dataset of the Open Reaction Database (ORD), a public repository of structured organic reaction records. describe an organic reaction: reactants, conditions, products, and yield The reactants are [OH-].[Na+] (sodium hydroxide), Cl (hydrochloric acid), FC1=C(C(O)=CC=C1)O (3-fluorocatechol), C(C=O)(=O)O (glyoxylic acid). Solvent: O (water), O (water). Conditions: temperature 0 celsius. The product is FC1=C(C(=C(C=C1)C(C(=O)O)O)O)O ([4-fluoro-(2,3-bis-hydroxy)-phenyl]-hydroxy acetic acid). The yield is 59.0%. RXN SMILES: [F:1][C:2]1[CH:8]=[CH:7][CH:6]=[C:4]([OH:5])[C:3]=1[OH:9].[C:10]([OH:14])(=[O:13])[CH:11]=[O:12].[OH-].[Na+].Cl>O>[F:1][C:2]1[CH:8]=[CH:7][C:6]([CH:11]([OH:12])[C:10]([OH:14])=[O:13])=[C:4]([OH:5])[C:3]=1[OH:9] |f:2.3|. Procedure details: 51.2 g of 3-fluorocatechol and 36.8 g of glyoxylic acid were dissolved at 20° C. in 160 ml of water and 34.8 g of sodium hydroxide in solution in 400 ml of water were added to this solution cooled to 0° C. The mixture was heated for 4 hours at 46° C., then cooled to 0° C. and the pH was brought to 4.6 by the addition of concentrated hydrochloric acid. Extraction was carried out with ethyl ether (after evaporation 14.7 g of the starting 9-fluorocatechol were collected) and the aqueous phase was a... Reactants: Cl.NCC1=CN(C=C1)C1=C(C=C2NC(C(NC2=C1)C(=O)OCC)=O)Cl (Ethyl 7-(3-(Aminomethyl)pyrrole-1-yl)-6-chloro-3-oxo-1,2,3,4-tetrahydroquinoxaline-2-carboxylate Hydrochloride), ClC1=CC=C(C=C1)N=C=O (4-chlorophenyl isocyanate). Yields the product ClC=1C=C2NC(C(=NC2=CC1N1C=C(C=C1)CNC(=O)NC1=CC=C(C=C1)Cl)C(=O)O)=O (6-Chloro-7-(3-(((4-chlorophenyl)aminocarbonylamino)methyl)pyrrole-1-yl)-3,4-dihydro-3-oxoquinoxaline-2-carboxylic Acid). The yield is 18.2%. RXN SMILES: Cl.[NH2:2][CH2:3][C:4]1[CH:8]=[CH:7][N:6]([C:9]2[CH:18]=[C:17]3[C:12]([NH:13][C:14](=[O:24])[CH:15]([C:19]([O:21]CC)=[O:20])[NH:16]3)=[CH:11][C:10]=2[Cl:25])[CH:5]=1.[Cl:26][C:27]1[CH:32]=[CH:31][C:30]([N:33]=[C:34]=[O:35])=[CH:29][CH:28]=1>>[Cl:25][C:10]1[CH:11]=[C:12]2[C:17](=[CH:18][C:9]=1[N:6]1[CH:7]=[CH:8][C:4]([CH2:3][NH:2][C:34]([NH:33][C:30]3[CH:31]=[CH:32][C:27]([Cl:26])=[CH:28][CH:29]=3)=[O:35])=[CH:5]1)[N:16]=[C:15]([C:19]([OH:21])=[O:20])[C:14](=[O:24])[NH:13]2 |f:0.1|. Reported procedure: Using the compound (200 mg, 519 μmol) of Example 5 and 4-chlorophenyl isocyanate (80.6 μl, 622 μmol) and through the process similar to Example 38, 44.6 mg of title compound were obtained as yellowish brown powder. Yield 18%. The reactants are OC1CCN(CC1)C(=O)NC1=NC2=C(N1)C=CC(=C2)OS(=O)(=O)C2=CC=C(C=C2)N2CCC(CC2)O (4-(4-hydroxy-piperidin-1-yl)-benzenesulfonic acid 2-[(4-hydroxy-piperidine-1-carbonyl)-amino]-1H-benzoimidazol-5-yl ester), NCC1CNCCO1 (2-(aminomethyl)-morpholine). The solvent is O1CCCC1 (tetrahydrofuran), CN1C(CCC1)=O (N-methylpyrrolidinone). Product: N1(CCOCC1)CCNC(NC1=NC2=C(N1)C=CC(=C2)OS(=O)(=O)C2=CC=C(C=C2)N2CCC(CC2)O)=O (4-(4-hydroxy-piperidin-1-yl)-benzenesulfonic acid 2-[3-(2-morpholin-4-yl-ethyl)-ureido]-1H-benzoimidazol-5-yl ester). The yield is 33.1%. RXN SMILES: OC1CC[N:5]([C:8]([NH:10][C:11]2[NH:15][C:14]3[CH:16]=[CH:17][C:18]([O:20][S:21]([C:24]4[CH:29]=[CH:28][C:27]([N:30]5[CH2:35][CH2:34][CH:33]([OH:36])[CH2:32][CH2:31]5)=[CH:26][CH:25]=4)(=[O:23])=[O:22])=[CH:19][C:13]=3[N:12]=2)=[O:9])[CH2:4][CH2:3]1.NC[CH:39]1[O:44][CH2:43][CH2:42][NH:41][CH2:40]1>O1CCCC1.CN1CCCC1=O>[N:41]1([CH2:3][CH2:4][NH:5][C:8](=[O:9])[NH:10][C:11]2[NH:15][C:14]3[CH:16]=[CH:17][C:18]([O:20][S:21]([C:24]4[CH:25]=[CH:26][C:27]([N:30]5[CH2:35][CH2:34][CH:33]([OH:36])[CH2:32][CH2:31]5)=[CH:28][CH:29]=4)(=[O:23])=[O:22])=[CH:19][C:13]=3[N:12]=2)[CH2:42][CH2:43][O:44][CH2:39][CH2:40]1. Reported procedure: A solution of 4-(4-hydroxy-piperidin-1-yl)-benzenesulfonic acid 2-[(4-hydroxy-piperidine-1-carbonyl)-amino]-1H-benzoimidazol-5-yl ester (example 79, 20 mg) and 2-(aminomethyl)-morpholine (50 mg) in tetrahydrofuran (1 ml) and N-methylpyrrolidinone (0.2 ml) was heated at 95° C. for 22 hours. The reaction mixture was then evaporated and purified by triggered LC/MS to give 4-(4-hydroxy-piperidin-1-yl)-benzenesulfonic acid 2-[3-(2-morpholin-4-yl-ethyl)-ureido]-1H-benzoimidazol-5-yl ester as an off-wh... Starting materials: Br, COC(=O)N1CCC(c2cc(=O)[nH]o2)CC1c1cc(F)c(C(F)(F)F)c(F)c1. Yields the product O=c1cc(C2CCNC(c3cc(F)c(C(F)(F)F)c(F)c3)C2)o[nH]1. As a reaction SMILES: [BrH:29].[F:1][c:2]1[cH:3][c:4]([CH:13]2[N:14]([C:25]([O:26][CH3:27])=[O:28])[CH2:15][CH2:16][CH:17]([c:19]3[cH:20][c:21](=[O:24])[nH:22][o:23]3)[CH2:18]2)[cH:5][c:6]([F:12])[c:7]1[C:8]([F:9])([F:10])[F:11]>>[F:1][c:2]1[cH:3][c:4]([CH:13]2[NH:14][CH2:15][CH2:16][CH:17]([c:19]3[cH:20][c:21](=[O:24])[nH:22][o:23]3)[CH2:18]2)[cH:5][c:6]([F:12])[c:7]1[C:8]([F:9])([F:10])[F:11]. Reactants: BrC1=CC=C(C=C1)C1=NC=C(C=N1)OCC (2-(4-bromophenyl)-5-(ethoxy)-pyrimidine), C(CCC=C)O (4-penten-1-ol), C([O-])(O)=O.[Na+] (sodium bicarbonate), CN1C(CCC1)=O (N-methylpyrrolidone). The reagents and catalysts are C(C)(=O)[O-].[Pd+2].C(C)(=O)[O-] (palladium acetate), C1(=CC=CC=C1)P(C1=CC=CC=C1)C1=CC=CC=C1 (triphenylphosphine). Solvent: O (water). Reaction conditions: temperature 120 celsius. Product: OCCCC=CC1=CC=C(C=C1)C1=NC=C(C=N1)OCC (2-[4-(5-hydroxy-1-pentenyl)phenyl]-5-(ethoxy)pyrimidine). The yield is 80.1%. As a reaction SMILES: Br[C:2]1[CH:7]=[CH:6][C:5]([C:8]2[N:13]=[CH:12][C:11]([O:14][CH2:15][CH3:16])=[CH:10][N:9]=2)=[CH:4][CH:3]=1.[CH2:17]([OH:22])[CH2:18][CH2:19][CH:20]=[CH2:21].C(=O)(O)[O-].[Na+].CN1CCCC1=O>C([O-])(=O)C.[Pd+2].C([O-])(=O)C.C1(P(C2C=CC=CC=2)C2C=CC=CC=2)C=CC=CC=1.O>[OH:22][CH2:17][CH2:18][CH2:19][CH:20]=[CH:21][C:2]1[CH:7]=[CH:6][C:5]([C:8]2[N:13]=[CH:12][C:11]([O:14][CH2:15][CH3:16])=[CH:10][N:9]=2)=[CH:4][CH:3]=1 |f:2.3,5.6.7|. Procedure details: A mixture of 14.7 g of 2-(4-bromophenyl)-5-(ethoxy)-pyrimidine, 5.7 g of 4-penten-1-ol, 10 g of sodium bicarbonate and 20 ml of N-methylpyrrolidone was treated with 0.3 g of triphenylphosphine and 0.12 g of palladium acetate. The reaction mixture was heated at 120° C. for 2 hours under a nitrogen atmosphere, then poured into 100 ml of water and extracted three times with 50 ml of diethyl ether each time. The combined organic phases were washed twice with 100 ml of concentrated sodium chloride so... Reactants: CCn1ncc2c(-c3cncc(C)c3)c(C=CCO)c(COC)nc21, ClCCl, CCOC(=O)C=P(c1ccccc1)(c1ccccc1)c1ccccc1. Product: CCOC(=O)C=CC=Cc1c(COC)nc2c(cnn2CC)c1-c1cncc(C)c1. Reaction SMILES: [CH2:1]([CH3:2])[n:3]1[n:4][cH:5][c:6]2[c:7]1[n:8][c:9]([CH2:23][O:24][CH3:25])[c:10]([CH:19]=[CH:20][CH2:21][OH:22])[c:11]2-[c:12]1[cH:13][n:14][cH:15][c:16]([CH3:18])[cH:17]1.[Cl:51][CH2:52][Cl:53].[c:26]1([P:27]([c:28]2[cH:29][cH:30][cH:31][cH:32][cH:33]2)([c:34]2[cH:35][cH:36][cH:37][cH:38][cH:39]2)=[CH:45][C:46](=[O:47])[O:48][CH2:49][CH3:50])[cH:40][cH:41][cH:42][cH:43][cH:44]1>>[CH2:1]([CH3:2])[n:3]1[n:4][cH:5][c:6]2[c:7]1[n:8][c:9]([CH2:23][O:24][CH3:25])[c:10]([CH:19]=[CH:20][CH:21]=[CH:45][C:46](=[O:47])[O:48][CH2:49][CH3:50])[c:11]2-[c:12]1[cH:13][n:14][cH:15][c:16]([CH3:18])[cH:17]1. Reactants: C(C)(C)(C)OC(=O)N1CC2=CC=C(C=C2C1)C(=O)O (N-t-butoxycarbonyl-5-carboxyisoindoline), C(CCl)Cl (EDC), C=1C=CC2=C(C1)N=NN2O (HOBT), N (ammonia). Run in CN(C)C=O (DMF), C(C)N(CC)CC (triethylamine). Run at time 8 hour. Yields the product C(C)(C)(C)OC(=O)N1CC2=CC=C(C=C2C1)C(=O)N (N-t-Butoxycarbonyl-5-aminocarbonylisoindoline). Isolated yield 64.4%. Reaction SMILES: [C:1]([O:5][C:6]([N:8]1[CH2:16][C:15]2[C:10](=[CH:11][CH:12]=[C:13]([C:17]([OH:19])=O)[CH:14]=2)[CH2:9]1)=[O:7])([CH3:4])([CH3:3])[CH3:2].C(Cl)CCl.C1C=CC2N(O)N=[N:30]C=2C=1.N>CN(C=O)C.C(N(CC)CC)C>[C:1]([O:5][C:6]([N:8]1[CH2:16][C:15]2[C:10](=[CH:11][CH:12]=[C:13]([C:17]([NH2:30])=[O:19])[CH:14]=2)[CH2:9]1)=[O:7])([CH3:4])([CH3:3])[CH3:2]. Reported procedure: A mixture of N-t-butoxycarbonyl-5-carboxyisoindoline (D13) (240 mg), EDC (350 mg), HOBT (140 mg), triethylamine (0.32 ml) and 0.880 ammonia solution (1 ml) in DMF (10 ml) was stirred overnight at rt and then evaporated. The residue was partitioned between EtOAc (10 ml) and 5% citric acid (10 ml). The organic layer was collected, washed with water (10 ml), saturated NaHCO3 solution (10 ml), water (10 ml), brine (10 ml), dried (MgSO4) and evaporated to give the title compound (D14) (154 mg). MS el... The yield is 39.0%. Reaction SMILES: I[C:2]1[CH:3]=[C:4]2[C:9](=[CH:10][CH:11]=1)[N:8]=[CH:7][NH:6][C:5]2=[O:12].[OH-].[K+].[C:15](O)(=O)[CH3:16]>[I-].C([N+](CCCC)(CCCC)CCCC)CCC.C1COCC1.[Pd].C1(P(C2C=CC=CC=2)C2C=CC=CC=2)C=CC=CC=1.C1(P(C2C=CC=CC=2)C2C=CC=CC=2)C=CC=CC=1.C1(P(C2C=CC=CC=2)C2C=CC=CC=2)C=CC=CC=1.C1(P(C2C=CC=CC=2)C2C=CC=CC=2)C=CC=CC=1>[N:6]1[CH:16]=[CH:15][CH:3]=[C:4]([C:2]2[CH:3]=[C:4]3[C:9](=[CH:10][CH:11]=2)[N:8]=[CH:7][NH:6][C:5]3=[O:12])[CH:5]=1 |f:1.2,4.5,7.8.9.10.11|. The solvent is C1CCOC1 (THF). The reagents and catalysts are [I-].C(CCC)[N+](CCCC)(CCCC)CCCC (tetrabutyl ammonium iodide), [Pd].C1(=CC=CC=C1)P(C1=CC=CC=C1)C1=CC=CC=C1.C1(=CC=CC=C1)P(C1=CC=CC=C1)C1=CC=CC=C1.C1(=CC=CC=C1)P(C1=CC=CC=C1)C1=CC=CC=C1.C1(=CC=CC=C1)P(C1=CC=CC=C1)C1=CC=CC=C1 (tetrakis[triphenyl-phosphine] palladium). The product is N1=CC(=CC=C1)C=1C=C2C(NC=NC2=CC1)=O (6-Pyridin-3-yl-3H-quinazolin-4-one). Starting materials: IC=1C=C2C(NC=NC2=CC1)=O (6-Iodo-3H-quinazolin-4-one), C(C)(=O)O (acetic acid), 3-diethylborate pyridine, [OH-].[K+] (potassium hydroxide). Procedure details: 6-Iodo-3H-quinazolin-4-one (4.0 gm, 14.7 mmol), 3-diethylborate pyridine (1.72 gm, 11.75), potassium hydroxide (2.63 gm, 46.95 mmol), tetrabutyl ammonium iodide (2.16 gm, 5.87 mmol) and tetrakis[triphenyl-phosphine] palladium (680 mg, 0.586 mmol) were combined in 70 mL of anhydrous THF and refluxed for 24 hours. The reaction was neutralized with 1.83 mL of acetic acid and filtered product off as a black precipitate. The precipitate was washed with water and THF and then chromatographed on silica... The reactants are CC(C)(C)OC(=O)Nc1cccc(C#N)c1, O=C([O-])[O-], CO, Cl, NO, [Na+], [Na+], O. Reaction SMILES: [C:10]([CH3:11])([CH3:12])([CH3:13])[O:14][C:15]([NH:16][c:17]1[cH:18][c:19]([C:23]#[N:24])[cH:20][cH:21][cH:22]1)=[O:25].[C:4](=[O:5])([O-:6])[O-:7].[CH3:27][OH:28].[ClH:1].[NH2:2][OH:3].[Na+:8].[Na+:9].[OH2:26]>>[NH:2]([OH:3])[C:23]([c:19]1[cH:18][c:17]([NH:16][C:15]([O:14][C:10]([CH3:11])([CH3:12])[CH3:13])=[O:25])[cH:22][cH:21][cH:20]1)=[NH:24]. The product is CC(C)(C)OC(=O)Nc1cccc(C(=N)NO)c1.